The task is: describe an organic reaction: reactants, conditions, products, and yield. This data is from the Open Reaction Database (ORD), a public repository of structured organic reaction records. RXN SMILES: [C:39]([O:40][BH-:41]([O:42][C:43](=[O:44])[CH3:45])[O:46][C:47](=[O:48])[CH3:49])(=[O:50])[CH3:51].[CH3:58][C:59](=[O:60])[OH:61].[Cl:55][CH2:56][Cl:57].[N:1]1([CH2:7][CH2:8][CH2:9][O:10][c:11]2[cH:12][cH:13][c:14]([CH:15]=[O:16])[cH:17][cH:18]2)[CH2:2][CH2:3][CH2:4][CH2:5][CH2:6]1.[NH:19]1[CH2:20][CH2:21][CH:22]([N:25]([CH2:26][CH2:27][N:28]2[CH2:29][CH2:30][CH2:31][CH2:32]2)[c:33]2[n:34][cH:35][cH:36][cH:37][cH:38]2)[CH2:23][CH2:24]1.[Na+:52].[Na+:54].[OH-:53]>>[N:1]1([CH2:7][CH2:8][CH2:9][O:10][c:11]2[cH:12][cH:13][c:14]([CH2:15][N:19]3[CH2:20][CH2:21][CH:22]([N:25]([CH2:26][CH2:27][N:28]4[CH2:29][CH2:30][CH2:31][CH2:32]4)[c:33]4[n:34][cH:35][cH:36][cH:37][cH:38]4)[CH2:23][CH2:24]3)[cH:17][cH:18]2)[CH2:2][CH2:3][CH2:4][CH2:5][CH2:6]1. The product is c1ccc(N(CCN2CCCC2)C2CCN(Cc3ccc(OCCCN4CCCCC4)cc3)CC2)nc1. Starting materials: CC(=O)O[BH-](OC(C)=O)OC(C)=O, CC(=O)O, ClCCl, O=Cc1ccc(OCCCN2CCCCC2)cc1, c1ccc(N(CCN2CCCC2)C2CCNCC2)nc1, [Na+], [Na+], [OH-]. The reactants are OBO, CCCCc1cc(Br)c2ncccc2c1, Clc1ccccc1. The product is CCCCc1cc(-c2cccc(Cl)c2)c2ncccc2c1. As a reaction SMILES: [BH:16]([OH:17])[OH:18].[CH2:1]([CH2:2][CH2:3][CH3:4])[c:5]1[cH:6][c:7]2[cH:8][cH:9][cH:10][n:11][c:12]2[c:13]([Br:15])[cH:14]1.[Cl:19][c:20]1[cH:21][cH:22][cH:23][cH:24][cH:25]1>>[CH2:1]([CH2:2][CH2:3][CH3:4])[c:5]1[cH:6][c:7]2[cH:8][cH:9][cH:10][n:11][c:12]2[c:13](-[c:24]2[cH:23][cH:22][cH:21][c:20]([Cl:19])[cH:25]2)[cH:14]1. The product is O=C(Cl)Nc1cccc2cccnc12. Starting materials: ClCCl, O=C(Cl)Cl, Nc1cccc2cccnc12. RXN SMILES: [CH2:16]([Cl:17])[Cl:18].[Cl:12][C:13]([Cl:14])=[O:15].[NH2:1][c:2]1[cH:3][cH:4][cH:5][c:6]2[cH:7][cH:8][cH:9][n:10][c:11]12>>[NH:1]([c:2]1[cH:3][cH:4][cH:5][c:6]2[cH:7][cH:8][cH:9][n:10][c:11]12)[C:13]([Cl:12])=[O:15]. Reactants: [H-].[Na+] (Sodium hydride), Cl (hydrochloric acid), BrC1=CC=C(C=C1)C(C(F)(F)F)O (1-(4-bromophenyl)-2,2,2-trifluoroethanol), BrC(C(=O)OC)CC(C)C (methyl 2-bromo-4-methylpentanoate). The solvent is C1CCOC1 (THF), C(C)OCC (diethyl ether), C(C)(=O)OCC (ethyl acetate). Reported procedure: Sodium hydride (60% W, 2.16 mmol, 87 mg) was suspended in dry THF and cooled to 0° C. A solution of 1-(4-bromophenyl)-2,2,2-trifluoroethanol from example 69 step 2 was added slowly and stirred at 0° C. over 0.75 h. A solution of methyl 2-bromo-4-methylpentanoate from example 69 step 1 was added and the mixture was allowed to warmed to r.t. and stirred overnight. The reaction was treated with 0.1 N aqueous hydrochloric acid, diluted with diethyl ether and ethyl acetate. The phases are separated a... The product is CC(CC(C(=O)OC)OC(C(F)(F)F)C1=CC=CC=C1)C (methyl 4-methyl-2-(2,2,2-trifluoro-1-phenylethoxy)pentanoate). As a reaction SMILES: [H-].[Na+].Br[C:4]1[CH:9]=[CH:8][C:7]([CH:10]([OH:15])[C:11]([F:14])([F:13])[F:12])=[CH:6][CH:5]=1.Br[CH:17]([CH2:22][CH:23]([CH3:25])[CH3:24])[C:18]([O:20][CH3:21])=[O:19].Cl>C1COCC1.C(OCC)C.C(OCC)(=O)C>[CH3:24][CH:23]([CH3:25])[CH2:22][CH:17]([O:15][CH:10]([C:7]1[CH:8]=[CH:9][CH:4]=[CH:5][CH:6]=1)[C:11]([F:14])([F:13])[F:12])[C:18]([O:20][CH3:21])=[O:19] |f:0.1|. Reaction conditions: temperature 0 celsius, time 0.75 hour.